From a dataset of the Open Reaction Database (ORD), a public repository of structured organic reaction records. describe an organic reaction: reactants, conditions, products, and yield Starting materials: OC1=C(C=NC=2N1N=CC2)C(=O)OCC (ethyl 7-hydroxypyrazolo[1,5-a]pyrimidine-6-carboxylate), ClC1=C(N)C=C(C(=C1)F)C (2-chloro-4-fluoro-5-methylaniline). The product is ClC1=C(C=C(C(=C1)F)C)NC1=C(C=NC=2N1N=CC2)C(=O)OCC (Ethyl 7-(2-chloro-4-fluoro-5-methylphenylamino)pyrazolo[1,5-a]pyrimidine-6-carboxylate). Isolated yield 84.0%. Reaction SMILES: O[C:2]1[N:7]2[N:8]=[CH:9][CH:10]=[C:6]2[N:5]=[CH:4][C:3]=1[C:11]([O:13][CH2:14][CH3:15])=[O:12].[Cl:16][C:17]1[CH:23]=[C:22]([F:24])[C:21]([CH3:25])=[CH:20][C:18]=1[NH2:19]>>[Cl:16][C:17]1[CH:23]=[C:22]([F:24])[C:21]([CH3:25])=[CH:20][C:18]=1[NH:19][C:2]1[N:7]2[N:8]=[CH:9][CH:10]=[C:6]2[N:5]=[CH:4][C:3]=1[C:11]([O:13][CH2:14][CH3:15])=[O:12]. Procedure: Using ethyl 7-hydroxypyrazolo[1,5-a]pyrimidine-6-carboxylate (4.35 g, 21.0 mmol) and 2-chloro-4-fluoro-5-methylaniline (3.02 g, 18.9 mmol) instead of 4-fluoro-2-methylaniline, and in the same manner as in Example 1 step 1, the title compound (5.54 g, 76%) was obtained. Starting materials: COc1ccc2c(c1)c(CC(=O)O)c(C)n2C(=O)c1ccc(Cl)cc1, COc1ccc2c(c1)c(CC(=O)Cl)c(C)n2C(=O)c1ccc(Cl)cc1, ClCCl, Cl, O=S(Cl)Cl, c1c[nH]cn1. The product is COc1ccc2c(c1)c(CC(=O)O)c(C)n2C(=O)c1ccc(Cl)cc1, c1c[nH]cn1. Reaction SMILES: [CH3:1][O:2][c:3]1[cH:4][cH:5][c:6]2[n:7]([C:8](=[O:9])[c:10]3[cH:11][cH:12][c:13]([Cl:14])[cH:15][cH:16]3)[c:17]([CH3:18])[c:19]([CH2:20][C:21]([OH:22])=[O:23])[c:24]2[cH:25]1.[Cl:36][c:37]1[cH:38][cH:39][c:40]([C:41]([n:42]2[c:43]3[c:44]([cH:45][c:46]([O:47][CH3:48])[cH:49][cH:50]3)[c:51]([CH2:52][C:53]([Cl:54])=[O:55])[c:56]2[CH3:57])=[O:58])[cH:59][cH:60]1.[Cl:61][CH2:62][Cl:63].[ClH:35].[S:26]([Cl:27])([Cl:28])=[O:29].[nH:30]1[cH:31][n:32][cH:33][cH:34]1>>[CH3:1][O:2][c:3]1[cH:4][cH:5][c:6]2[n:7]([C:8](=[O:9])[c:10]3[cH:11][cH:12][c:13]([Cl:14])[cH:15][cH:16]3)[c:17]([CH3:18])[c:19]([CH2:20][C:21](=[O:22])[OH:23])[c:24]2[cH:25]1.[nH:30]1[cH:31][n:32][cH:33][cH:34]1.